From a dataset of the Open Reaction Database (ORD), a public repository of structured organic reaction records. describe an organic reaction: reactants, conditions, products, and yield Reactants: NC1=C(C(N(C(N1C1=CC=CC=C1)=O)C)=O)NC(=O)C1(OC2=C(C(=C(C(=C2CC1)C)O)C)C)C (6-Amino-5-(6-hydroxy-2,5,7,8-tetramethvlchroman-2-carboxamido)-3-methyl-1-phenyl-2,4 (1H. 3H)-pyrimidinedione), N1=CC=CC=C1 (pyridine), resultant solution, C(C)(=O)OC(C)=O (acetic anhydride). Run in ClCCl (dichloromethane). Run at time 8 hour. Yields the product C(C)(=O)OC=1C(=C2CCC(OC2=C(C1C)C)(C(=O)NC=1C(N(C(N(C1N)C1=CC=CC=C1)=O)C)=O)C)C (5-(6-Acetoxy-2.5,7,8-tetramethvlchroman-2-carboxamido)-6-amino-3-methyl-1-phenyl-2,4 (1H, 3H)-pyrimidinedione). Isolated yield 87.0%. RXN SMILES: [NH2:1][C:2]1[N:7]([C:8]2[CH:13]=[CH:12][CH:11]=[CH:10][CH:9]=2)[C:6](=[O:14])[N:5]([CH3:15])[C:4](=[O:16])[C:3]=1[NH:17][C:18]([C:20]1([CH3:34])[CH2:29][CH2:28][C:27]2[C:22](=[C:23]([CH3:33])[C:24]([CH3:32])=[C:25]([OH:31])[C:26]=2[CH3:30])[O:21]1)=[O:19].N1C=CC=CC=1.[C:41](OC(=O)C)(=[O:43])[CH3:42]>ClCCl>[C:41]([O:31][C:25]1[C:26]([CH3:30])=[C:27]2[C:22](=[C:23]([CH3:33])[C:24]=1[CH3:32])[O:21][C:20]([CH3:34])([C:18]([NH:17][C:3]1[C:4](=[O:16])[N:5]([CH3:15])[C:6](=[O:14])[N:7]([C:8]3[CH:13]=[CH:12][CH:11]=[CH:10][CH:9]=3)[C:2]=1[NH2:1])=[O:19])[CH2:29][CH2:28]2)(=[O:43])[CH3:42]. Procedure details: The compound of Example 1 (1.77 g, 3.80 mmol) and pyridine (0.154 mL, 1.90 mmol) were dissolved in dichloromethane (30 mL). To the resultant solution was added dropwise acetic anhydride (0.714 mL, 7.60 mmol) under ice cooling. The resultant reaction mixture was stirred overnight at room temperature, washed with 1N hydrochloric acid and 10% aqueous solution of sodium chloride successively, dried over anhydrous sodium sulfate, and concentrated under reduced pressure. The residue was suspended in e... The reactants are CC1=NC=NC(=C1C(=O)N1CC2CN(CC2C1)CCC1(CCNCC1)C1=CC(=CC=C1)F)C ((4,6-dimethyl-pyrimidin-5-yl)-(5-{2-[4-(3-fluoro-phenyl)-piperidin-4-yl]-ethyl}-hexahydro-pyrrolo[3,4-c]pyrrol-2-yl)-methanone), carboxylic acid, FC(C1(CC1)C(=O)O)(F)F (1-trifluoromethylcyclopropanecarboxylic acid), CS(=O)(=O)NC1=CC=C(C(=O)O)C=C1 (4-methanesulfonylamino-benzoic acid), CNS(=O)(=O)C1=CC=C(C(=O)O)C=C1 (4-methylsulfamoyl-benzoic acid), CC1(CC1)C(=O)O (1-methyl-cyclopropanecarboxylic acid), CNS(=O)(=O)C=1C=C(C(=O)O)C=CC1 (3-methylsulfamoyl-benzoic acid), CC(C(=O)O)(CO)C (2,2-dimethyl-3-hydroxy-propionic acid), CN(S(=O)(=O)C=1C=C(C(=O)O)C=CC1)C (3-dimethylsulfamoyl-benzoic acid), S(N)(=O)(=O)C=1C=C(C(=O)O)C=CC1 (3-sulfamoyl-benzoic acid), CN(S(=O)(=O)C1=CC=C(C(=O)O)C=C1)C (4-dimethylsulfamoyl-benzoic acid). The product is CC1=NC=NC(=C1C(=O)N1CC2CN(CC2C1)CCC1(CCN(CC1)C(=O)C1(CC1)C(F)(F)F)C1=CC(=CC=C1)F)C ((4,6-Dimethyl-pyrimidin-5-yl)-(5-{2-[4-(3-fluoro-phenyl)-1-(1-trifluoromethyl-cyclopropanecarbonyl)-piperidin-4-yl]-ethyl}-hexahydro-pyrrolo[3,4-c]pyrrol-2-yl)-methanone). RXN SMILES: [CH3:1][C:2]1[C:7]([C:8]([N:10]2[CH2:17][CH:16]3[CH:12]([CH2:13][N:14]([CH2:18][CH2:19][C:20]4([C:26]5[CH:31]=[CH:30][CH:29]=[C:28]([F:32])[CH:27]=5)[CH2:25][CH2:24][NH:23][CH2:22][CH2:21]4)[CH2:15]3)[CH2:11]2)=[O:9])=[C:6]([CH3:33])[N:5]=[CH:4][N:3]=1.[F:34][C:35]([F:43])([F:42])[C:36]1([C:39](O)=[O:40])[CH2:38][CH2:37]1.CC1(C(O)=O)CC1.CNS(C1C=CC(C(O)=O)=CC=1)(=O)=O.CN(C)S(C1C=CC(C(O)=O)=CC=1)(=O)=O.S(C1C=C(C=CC=1)C(O)=O)(=O)(=O)N.CNS(C1C=C(C=CC=1)C(O)=O)(=O)=O.CN(C)S(C1C=C(C=CC=1)C(O)=O)(=O)=O.CS(NC1C=CC(C(O)=O)=CC=1)(=O)=O.CC(C)(CO)C(O)=O>>[CH3:33][C:6]1[C:7]([C:8]([N:10]2[CH2:17][CH:16]3[CH:12]([CH2:13][N:14]([CH2:18][CH2:19][C:20]4([C:26]5[CH:31]=[CH:30][CH:29]=[C:28]([F:32])[CH:27]=5)[CH2:21][CH2:22][N:23]([C:39]([C:36]5([C:35]([F:43])([F:42])[F:34])[CH2:38][CH2:37]5)=[O:40])[CH2:24][CH2:25]4)[CH2:15]3)[CH2:11]2)=[O:9])=[C:2]([CH3:1])[N:3]=[CH:4][N:5]=1. Procedure details: The following were prepared analogously from (4,6-dimethyl-pyrimidin-5-yl)-(5-{2-[4-(3-fluoro-phenyl)-piperidin-4-yl]-ethyl}-hexahydro-pyrrolo[3,4-c]pyrrol-2-yl)-methanone using the carboxylic acid in parenthesis in place of 1-trifluoromethylcyclopropanecarboxylic acid: I-42 (1-methyl-cyclopropanecarboxylic acid), I-15 (4-methylsulfamoyl-benzoic acid), I-16 (4-dimethylsulfamoyl-benzoic acid), I-17 (3-sulfamoyl-benzoic acid), I-18 (3-methylsulfamoyl-benzoic acid), I-19 (3-dimethylsulfamoyl-benzoi... Reactants: C=O, CCO, O=C1C(Cl)=C(Cl)C(=O)c2ccccc21, Cc1ccc2c(c1[N+](=O)[O-])C(=O)c1ccccc1C2=O, [Na+], [OH-]. The product is Cc1ccc2c(c1N)C(=O)c1ccccc1C2=O. RXN SMILES: [CH2:37]=[O:38].[CH3:39][CH2:40][OH:41].[Cl:21][C:22]1=[C:29]([Cl:30])[C:27](=[O:28])[c:26]2[c:25]([cH:34][cH:33][cH:32][cH:31]2)[C:23]1=[O:24].[N+:1]([O-:2])(=[O:3])[c:4]1[c:5]([CH3:20])[cH:6][cH:7][c:8]2[c:17]1[C:16](=[O:18])[c:15]1[c:10]([cH:11][cH:12][cH:13][cH:14]1)[C:9]2=[O:19].[Na+:36].[OH-:35]>>[NH2:1][c:4]1[c:5]([CH3:20])[cH:6][cH:7][c:8]2[c:17]1[C:16](=[O:18])[c:15]1[c:10]([cH:11][cH:12][cH:13][cH:14]1)[C:9]2=[O:19]. The reactants are Cl (hydrochloric acid), N1CCC(CC1)NC(OC(C)(C)C)=O (tert-butyl piperidin-4-ylcarbamate), C=1C=CC2=C(C1)N=NN2O (HOBt), OCC(=O)O (hydroxyacetic acid), Cl (hydrochloride). Solvent: C(Cl)Cl (methylene chloride), C(C)N(CC)CC (triethylamine). Reaction conditions: time 18 hour. Product: OCC(=O)N1CCC(CC1)NC(OC(C)(C)C)=O (tert-butyl [1-(hydroxyacetyl)piperidin-4-yl]carbamate). Yield: 72.4%. As a reaction SMILES: [NH:1]1[CH2:6][CH2:5][CH:4]([NH:7][C:8](=[O:14])[O:9][C:10]([CH3:13])([CH3:12])[CH3:11])[CH2:3][CH2:2]1.C1C=CC2N(O)N=NC=2C=1.[OH:25][CH2:26][C:27](O)=[O:28].Cl>C(Cl)Cl.C(N(CC)CC)C>[OH:28][CH2:27][C:26]([N:1]1[CH2:2][CH2:3][CH:4]([NH:7][C:8](=[O:14])[O:9][C:10]([CH3:11])([CH3:13])[CH3:12])[CH2:5][CH2:6]1)=[O:25]. Procedure: To a solution of 3.0 g of tert-butyl piperidin-4-ylcarbamate in 60 ml of methylene chloride, were added 2.5 ml of triethylamine, 2.4 g of HOBt, 1.3 g of hydroxyacetic acid and 3.5 g of WSCD hydrochloride, and the reaction mixture was stirred at room temperature for 18 hours. 1 M hydrochloric acid was added to the reaction mixture, and this was extracted with EtOAc. The organic layer was washed with aqueous saturated sodium hydrogencarbonate solution, water and brine. This was dried over anhydrou... Starting materials: FC=1C=C2CC(NC2=CC1F)=O (5,6-difluoro-1,3-dihydro-indol-2-one), CO (methanol). The reagents and catalysts are [Ni] (Raney nickel). Yields the product FC=1C=C2C(C(NC2=CC1F)=O)C (5,6-difluoro-3-methyl-1,3-dihydro-indol-2-one). RXN SMILES: [F:1][C:2]1[CH:3]=[C:4]2[C:8](=[CH:9][C:10]=1[F:11])[NH:7][C:6](=[O:12])[CH2:5]2.[CH3:13]O>[Ni]>[F:1][C:2]1[CH:3]=[C:4]2[C:8](=[CH:9][C:10]=1[F:11])[NH:7][C:6](=[O:12])[CH:5]2[CH3:13]. Procedure details: 1.5 g (9.0 mmol) 5,6-difluoro-1,3-dihydro-indol-2-one were stirred with 1.0 g Raney nickel in 50 mL methanol 3 h at 200° C. in an autoclave. The catalyst was filtered off and the filtrate was concentrated to dryness by rotary evaporation.